This data is from the Open Reaction Database (ORD), a public repository of structured organic reaction records. The task is: describe an organic reaction: reactants, conditions, products, and yield Starting materials: C1(=CC=CC=C1)S(=O)(=O)N (benzenesulfonamide), C1(=CC=CC=C1)CCC=O (3-phenylpropanal), C(C)(C)(C)[N+]#[C-] (t-butyl isocyanide), C1=CC=C(C=C1)C(=O)O (carboxypolystyrene), C1CCOC1 (THF). The product is C(C)(C)(C)C(C(=O)N)(CCC1=CC=CC=C1)NS(=O)(=O)C1=CC=CC=C1 (t-Butyl 2-benzenesulfonamido-4-phenylbutyramide). RXN SMILES: C1C=[CH:5][C:4]([C:7](O)=O)=[CH:3]C=1.[C:10]1([S:16]([NH2:19])(=[O:18])=[O:17])[CH:15]=[CH:14][CH:13]=[CH:12][CH:11]=1.[C:20]1([CH2:26][CH2:27][CH:28]=O)[CH:25]=[CH:24][CH:23]=[CH:22][CH:21]=1.C([N+:34]#[C-:35])(C)(C)C.C1C[O:39]CC1>>[C:4]([C:28]([NH:19][S:16]([C:10]1[CH:15]=[CH:14][CH:13]=[CH:12][CH:11]=1)(=[O:18])=[O:17])([CH2:27][CH2:26][C:20]1[CH:21]=[CH:22][CH:23]=[CH:24][CH:25]=1)[C:35]([NH2:34])=[O:39])([CH3:3])([CH3:5])[CH3:7]. Procedure: The preparation of Example 8 is illustrated in Scheme 11, in an 8 mL vial carboxypolystyrene resin (11-1) (100 mg) was swelled in 2 mL of THF. Then 2 mL of benzenesulfonamide solution (10 equiv., 1.0 M in THF), 2 mL of 3-phenylpropanal solution (10 equiv., 1.0 M in MeOH), and 2 mL of t-butyl isocyanide solution (10 equiv., 1.0 M in MeOH) were added. The suspension was mixed on an ACT Labmate at 60° C. for 24 h. Then the excess of reagent solution was removed by filtration and the resin (11-2) wa... Reactants: C=O (paraformaldehyde), C(O)CN (ethanolamine), C(C)(C)OP(OC(C)C)OC(C)C (triisopropylphosphite), [OH-].[Na+] (sodium hydroxide). Run in C(C)(C)O (isopropanol). The product is OCCNCP(O)(O)=O (N-(2-Hydroxylethyl)aminomethylphosphonic acid). The yield is 80.0%. Reaction SMILES: [CH2:1]=O.[CH2:3]([CH2:5][NH2:6])[OH:4].C([O:10][P:11]([O:16]C(C)C)[O:12]C(C)C)(C)C.[OH-].[Na+]>C(O)(C)C>[OH:4][CH2:3][CH2:5][NH:6][CH2:1][P:11](=[O:16])([OH:12])[OH:10] |f:3.4|. Procedure details: A solution of paraformaldehyde (4 g, 0.13 mol), ethanolamine (48.8 g, 0.8 mmol) and triisopropylphosphite (20.8 g, 0.1 mmol) was stirred at 100° C. for 16 hours. The reaction was allowed to cool to room temperature and 8 ml of 50% w/w sodium hydroxide and 100 ml of isopropanol were added. The mixture was heated to reflux for 48 h. The solution was concentrated under vacuum and 25 ml of distilled water was added to homogenize the mixture. The reaction was analyzed by 31P-NMR in D2O at pH=0.7. N-(... Starting materials: ClCCl, COc1cnc(Nc2cnc(Cl)c(NC(=O)OC(C)(C)C)c2)c(-c2nc(C)nc(N)n2)c1, [Na+], O=C([O-])O, O=C(O)C(F)(F)F. Product: COc1cnc(Nc2cnc(Cl)c(N)c2)c(-c2nc(C)nc(N)n2)c1. RXN SMILES: [Cl:45][CH2:46][Cl:47].[NH2:1][c:2]1[n:3][c:4](-[c:9]2[c:10]([NH:17][c:18]3[cH:19][c:20]([NH:25][C:26](=[O:27])[O:28][C:29]([CH3:30])([CH3:31])[CH3:32])[c:21]([Cl:24])[n:22][cH:23]3)[n:11][cH:12][c:13]([O:15][CH3:16])[cH:14]2)[n:5][c:6]([CH3:8])[n:7]1.[Na+:44].[O-:40][C:41]([OH:42])=[O:43].[OH:33][C:34]([C:35]([F:36])([F:37])[F:38])=[O:39]>>[NH2:1][c:2]1[n:3][c:4](-[c:9]2[c:10]([NH:17][c:18]3[cH:19][c:20]([NH2:25])[c:21]([Cl:24])[n:22][cH:23]3)[n:11][cH:12][c:13]([O:15][CH3:16])[cH:14]2)[n:5][c:6]([CH3:8])[n:7]1. The product is COc1cc(C(F)(F)F)c(C=CC(=O)NCc2ccc(NS(C)(=O)=O)c(F)c2)cn1. Reactants: C1CCOC1, CN1CCOCC1, COc1cc(C(F)(F)F)c(C=CC(=O)O)cn1, COc1nc(OC)nc([N+]2(C)CCOCC2)n1, [Cl-], Cl, CS(=O)(=O)Nc1ccc(CN)cc1F, O. Reaction SMILES: [CH2:59]1[O:60][CH2:61][CH2:62][CH2:63]1.[CH3:16][N:17]1[CH2:18][CH2:19][O:20][CH2:21][CH2:22]1.[CH3:23][O:24][c:25]1[cH:26][c:27]([C:36]([F:37])([F:38])[F:39])[c:28]([CH:31]=[CH:32][C:33](=[O:34])[OH:35])[cH:29][n:30]1.[CH3:42][O:43][c:44]1[n:45][c:46]([O:47][CH3:48])[n:49][c:50]([N+:51]2([CH3:52])[CH2:53][CH2:54][O:55][CH2:56][CH2:57]2)[n:58]1.[Cl-:41].[ClH:1].[F:2][c:3]1[cH:4][c:5]([CH2:6][NH2:7])[cH:8][cH:9][c:10]1[NH:11][S:12](=[O:13])(=[O:14])[CH3:15].[OH2:40]>>[F:2][c:3]1[cH:4][c:5]([CH2:6][NH:7][C:33]([CH:32]=[CH:31][c:28]2[c:27]([C:36]([F:37])([F:38])[F:39])[cH:26][c:25]([O:24][CH3:23])[n:30][cH:29]2)=[O:34])[cH:8][cH:9][c:10]1[NH:11][S:12](=[O:13])(=[O:14])[CH3:15]. Procedure: Dess-Martin reagent [1,1,1-Tris(acetyloxy)-1,1-dihydro-1,2-benziodoxol-3-(1H)-one] (257 mg, 0.605 mmol) was added to a solution of tert-butyl (6S,9R)-6-(2,3-difluorophenyl)-3-(2-hydroxypropyl)-6,7,8,9-tetrahydro-5H-imidazo[1,2-a]azepin-9-ylcarbamate (85 mg, 0.202 mmol) in dichloromethane (5 mL) at 0° C., and the mixture was allowed to warm to ambient temperature. After 4 h, the reaction was quenched with saturated aqueous sodium sulfite. Saturated aqueous sodium bicarbonate was added and the mix... Starting materials: CC(=O)OI1(C=2C=CC=CC2C(=O)O1)(OC(=O)C)OC(=O)C (Dess-Martin reagent), FC1=C(C=CC=C1F)[C@@H]1CC[C@H](C=2N(C1)C(=CN2)CC(C)O)NC(OC(C)(C)C)=O (tert-butyl (6S,9R)-6-(2,3-difluorophenyl)-3-(2-hydroxypropyl)-6,7,8,9-tetrahydro-5H-imidazo[1,2-a]azepin-9-ylcarbamate). The yield is 22.4%. Product: FC1=C(C=CC=C1F)[C@@H]1CC[C@H](C=2N(C1)C(=CN2)CC(C)=O)NC(OC(C)(C)C)=O (tert-Butyl (6S,9R)-6-(2,3-difluorophenyl)-3-(2-oxopropyl)-6,7,8,9-tetrahydro-5H-imidazo[1,2-a]azepin-9-ylcarbamate). Conditions: time 4 hour. Reaction SMILES: CC(OI1(OC(C)=O)(OC(C)=O)OC(=O)C2C=CC=CC1=2)=O.[F:23][C:24]1[C:29]([F:30])=[CH:28][CH:27]=[CH:26][C:25]=1[C@H:31]1[CH2:37][N:36]2[C:38]([CH2:41][CH:42]([OH:44])[CH3:43])=[CH:39][N:40]=[C:35]2[C@H:34]([NH:45][C:46](=[O:52])[O:47][C:48]([CH3:51])([CH3:50])[CH3:49])[CH2:33][CH2:32]1>ClCCl>[F:23][C:24]1[C:29]([F:30])=[CH:28][CH:27]=[CH:26][C:25]=1[C@H:31]1[CH2:37][N:36]2[C:38]([CH2:41][C:42](=[O:44])[CH3:43])=[CH:39][N:40]=[C:35]2[C@H:34]([NH:45][C:46](=[O:52])[O:47][C:48]([CH3:51])([CH3:50])[CH3:49])[CH2:33][CH2:32]1. Run in ClCCl (dichloromethane). The reactants are CCO, NN, CCOC(=O)Cc1oc2cccc-2cc1-c1ccccc1. The product is NNC(=O)Cc1oc2cccc-2cc1-c1ccccc1. Reaction SMILES: [CH3:24][CH2:25][OH:26].[NH2:22][NH2:23].[c:1]1(-[c:7]2[c:8]([CH2:16][C:17]([O:19][CH2:18][CH3:20])=[O:21])[o:9][c:10]3[cH:14][cH:13][cH:12][c:11]-3[cH:15]2)[cH:2][cH:3][cH:4][cH:5][cH:6]1>>[c:1]1(-[c:7]2[c:8]([CH2:16][C:17](=[O:19])[NH:22][NH2:23])[o:9][c:10]3[cH:14][cH:13][cH:12][c:11]-3[cH:15]2)[cH:2][cH:3][cH:4][cH:5][cH:6]1. Starting materials: [Al+3], CC1=C(c2ccc(C(C)(C)C)cc2)CCC1=O, C1CCOC1, [H-], [H-], [H-], [H-], [Li+]. Yields the product CC1=C(c2ccc(C(C)(C)C)cc2)CCC1O. Reaction SMILES: [Al+3:19].[C:1]([CH3:2])([CH3:3])([CH3:4])[c:5]1[cH:6][cH:7][c:8]([C:11]2=[C:12]([CH3:17])[C:13](=[O:16])[CH2:14][CH2:15]2)[cH:9][cH:10]1.[CH2:24]1[O:25][CH2:26][CH2:27][CH2:28]1.[H-:18].[H-:21].[H-:22].[H-:23].[Li+:20]>>[C:1]([CH3:2])([CH3:3])([CH3:4])[c:5]1[cH:6][cH:7][c:8]([C:11]2=[C:12]([CH3:17])[CH:13]([OH:16])[CH2:14][CH2:15]2)[cH:9][cH:10]1.